From a dataset of the Open Reaction Database (ORD), a public repository of structured organic reaction records. describe an organic reaction: reactants, conditions, products, and yield The reactants are CC=1C(=C(C(=O)OC)C=CC1)[N+](=O)[O-] (methyl 3-methyl-2-nitrobenzoate), COC(C)(N(C)C)OC (N,N-dimethylacetamide dimethyl acetal). The solvent is CC(=O)N(C)C (dimethylacetamide). Product: [N+](=O)([O-])C1=C(C(=O)OC)C=CC=C1CC(C)=O (Methyl 2-nitro-3-(2-oxo-n-propyl)benzoate). The yield is 23.0%. RXN SMILES: [CH3:1][C:2]1[C:3]([N+:12]([O-:14])=[O:13])=[C:4]([CH:9]=[CH:10][CH:11]=1)[C:5]([O:7][CH3:8])=[O:6].C[O:16][C:17](OC)(N(C)C)[CH3:18]>CC(N(C)C)=O>[N+:12]([C:3]1[C:2]([CH2:1][C:17](=[O:16])[CH3:18])=[CH:11][CH:10]=[CH:9][C:4]=1[C:5]([O:7][CH3:8])=[O:6])([O-:14])=[O:13]. Procedure: A solution of methyl 3-methyl-2-nitrobenzoate (1.5 g) and N,N-dimethylacetamide dimethyl acetal (3 ml) in dimethylacetamide (5 ml) was heated at 140° C. for 3 hours. After evaporation of the solvent, the resulting brown syrup was dissolved in ethyl acetate. The solution was washed with water, dried and concentrated to dryness. The residue was purified by column chromatography on silica gel to give a pale brown syrup (0.42 g, 23%). Starting materials: C(CCC)C=1N(C(=CN1)/C=C(/C(=O)O)\CC1=CC(=C(C=C1)OC)OC)CC1=C(C=CC=C1)Cl ((E)-3-[2-n-Butyl-1-{(2-chlorophenyl)methyl}-1H-imidazol-5-yl]-2-(3,4-dimethoxyphenyl)methyl-2-propenoic acid), B(Br)(Br)Br (boron tribromide). Solvent: C(Cl)Cl (methylene chloride). Yields the product C(CCC)C=1N(C(=CN1)/C=C(/C(=O)O)\CC1=CC(=C(C=C1)O)O)CC1=C(C=CC=C1)Cl ((E)-3-[2-n-Butyl-1-{(2-chlorophenyl)methyl}-1H-imidazol-5-yl]-2-(3,4-dihydroxyphenyl)methyl-2-propenoic Acid). As a reaction SMILES: [CH2:1]([C:5]1[N:6]([CH2:26][C:27]2[CH:32]=[CH:31][CH:30]=[CH:29][C:28]=2[Cl:33])[C:7](/[CH:10]=[C:11](\[CH2:15][C:16]2[CH:21]=[CH:20][C:19]([O:22]C)=[C:18]([O:24]C)[CH:17]=2)/[C:12]([OH:14])=[O:13])=[CH:8][N:9]=1)[CH2:2][CH2:3][CH3:4].B(Br)(Br)Br>C(Cl)Cl>[CH2:1]([C:5]1[N:6]([CH2:26][C:27]2[CH:32]=[CH:31][CH:30]=[CH:29][C:28]=2[Cl:33])[C:7](/[CH:10]=[C:11](\[CH2:15][C:16]2[CH:21]=[CH:20][C:19]([OH:22])=[C:18]([OH:24])[CH:17]=2)/[C:12]([OH:14])=[O:13])=[CH:8][N:9]=1)[CH2:2][CH2:3][CH3:4]. Reported procedure: (E)-3-[2-n-Butyl-1-{(2-chlorophenyl)methyl}-1H-imidazol-5-yl]-2-(3,4-dimethoxyphenyl)methyl-2-propenoic acid, prepared in Example 28, was treated with boron tribromide in methylene chloride to give the title compound; mp 129-I33° C. The reactants are CCc1[nH]c(=O)n(-c2cc(OC(C)C)c(Cl)cc2F)c(=O)c1C, COS(=O)(=O)OC. Product: CCc1c(C)c(=O)n(-c2cc(OC(C)C)c(Cl)cc2F)c(=O)n1C. As a reaction SMILES: [CH2:1]([CH3:2])[c:3]1[c:4]([CH3:23])[c:5](=[O:22])[n:6](-[c:10]2[c:11]([F:21])[cH:12][c:13]([Cl:20])[c:14]([O:16][CH:17]([CH3:18])[CH3:19])[cH:15]2)[c:7](=[O:9])[nH:8]1.[CH3:24][O:25][S:26]([O:27][CH3:28])(=[O:29])=[O:30]>>[CH2:1]([CH3:2])[c:3]1[c:4]([CH3:23])[c:5](=[O:22])[n:6](-[c:10]2[c:11]([F:21])[cH:12][c:13]([Cl:20])[c:14]([O:16][CH:17]([CH3:18])[CH3:19])[cH:15]2)[c:7](=[O:9])[n:8]1[CH3:24]. The reactants are [I-].C[S+](=O)(C)C (Trimethylsulfoxonium iodide), [H-].[Na+] (sodium hydride), FC=1C=C2\C(\C(NC2=CC1)=O)=C/C1=CC=C2C(=NN(C2=C1)COCC[Si](C)(C)C)I ((E)-5-fluoro-3-((3-iodo-1-((2-(trimethylsilyl)ethoxy)methyl)-1H-indazol-6-yl)methylene)indolin-2-one). The solvent is CN(C)C=O (DMF), CN(C)C=O (DMF). Run at temperature 55 celsius, time 7 hour. Product: FC=1C=C2[C@]3(C(NC2=CC1)=O)[C@@H](C3)C3=CC=C1C(=NN(C1=C3)COCC[Si](C)(C)C)I ((1R*,2S*)-5′-fluoro-2-(3-iodo-1-((2-(trimethylsilyl)ethoxy)methyl)-1H-indazol-6-yl)spiro[cyclopropane-1,3′-indolin]-2′-one). Yield: 45.9%. As a reaction SMILES: [I-].[CH3:2][S+](C)(C)=O.[H-].[Na+].[F:9][C:10]1[CH:11]=[C:12]2[C:16](=[CH:17][CH:18]=1)[NH:15][C:14](=[O:19])/[C:13]/2=[CH:20]/[C:21]1[CH:29]=[C:28]2[C:24]([C:25]([I:38])=[N:26][N:27]2[CH2:30][O:31][CH2:32][CH2:33][Si:34]([CH3:37])([CH3:36])[CH3:35])=[CH:23][CH:22]=1>CN(C=O)C>[F:9][C:10]1[CH:11]=[C:12]2[C:16](=[CH:17][CH:18]=1)[NH:15][C:14](=[O:19])[C@:13]12[CH2:2][C@H:20]1[C:21]1[CH:29]=[C:28]2[C:24]([C:25]([I:38])=[N:26][N:27]2[CH2:30][O:31][CH2:32][CH2:33][Si:34]([CH3:37])([CH3:36])[CH3:35])=[CH:23][CH:22]=1 |f:0.1,2.3|. Procedure details: Trimethylsulfoxonium iodide (164.4 mg, 0.747 mmol) was added to a suspension of sodium hydride (89.6 mg, 2.24 mmol) (60% dispersion in oil) in DMF (2.0 mL) at room temperature. The mixture was stirred for 15 min after which time a solution of (E)-5-fluoro-3-((3-iodo-1-((2-(trimethylsilyl)ethoxy)methyl)-1H-indazol-6-yl)methylene)indolin-2-one (200 mg, 0.373 mmol) in DMF (1.25 ml) was added. The solution was stirred at 55° C. for 7.0 h prior to quenching reaction mass over 25% NH4Cl solution (10 m...